This data is from the Open Reaction Database (ORD), a public repository of structured organic reaction records. The task is: describe an organic reaction: reactants, conditions, products, and yield Starting materials: CC(C)(C)CN, CS(C)=O, CNC(=O)c1ccc(C)c(Nc2cc(Cl)ncn2)c1. The product is CNC(=O)c1ccc(C)c(Nc2cc(NCC(C)(C)C)ncn2)c1. As a reaction SMILES: [CH2:20]([C:21]([CH3:22])([CH3:23])[CH3:24])[NH2:25].[CH3:26][S:27]([CH3:28])=[O:29].[Cl:1][c:2]1[cH:3][c:4]([NH:8][c:9]2[cH:10][c:11]([C:12](=[O:13])[NH:14][CH3:15])[cH:16][cH:17][c:18]2[CH3:19])[n:5][cH:6][n:7]1>>[c:2]1([NH:25][CH2:20][C:21]([CH3:22])([CH3:23])[CH3:24])[cH:3][c:4]([NH:8][c:9]2[cH:10][c:11]([C:12](=[O:13])[NH:14][CH3:15])[cH:16][cH:17][c:18]2[CH3:19])[n:5][cH:6][n:7]1.